From a dataset of the Open Reaction Database (ORD), a public repository of structured organic reaction records. describe an organic reaction: reactants, conditions, products, and yield The reactants are Cl, CCCCN1CCC(CCC(=O)c2cc(Cl)c(N)nc2OC)CC1. Product: CCCCN1CCC(CCC(=O)c2cc(Cl)c(N)[nH]c2=O)CC1. As a reaction SMILES: [ClH:25].[NH2:1][c:2]1[c:3]([Cl:24])[cH:4][c:5]([C:10]([CH2:11][CH2:12][CH:13]2[CH2:14][CH2:15][N:16]([CH2:19][CH2:20][CH2:21][CH3:22])[CH2:17][CH2:18]2)=[O:23])[c:6]([O:8][CH3:9])[n:7]1>>[NH2:1][c:2]1[c:3]([Cl:24])[cH:4][c:5]([C:10]([CH2:11][CH2:12][CH:13]2[CH2:14][CH2:15][N:16]([CH2:19][CH2:20][CH2:21][CH3:22])[CH2:17][CH2:18]2)=[O:23])[c:6](=[O:8])[nH:7]1. The reactants are O=C([O-])[O-], COc1cccc(C2CCCN2)c1, CC#N, ClCc1ccccc1, [K+], [K+]. Yields the product COc1cccc(C2CCCN2Cc2ccccc2)c1. As a reaction SMILES: [C:14](=[O:15])([O-:16])[O-:17].[CH3:1][O:2][c:3]1[cH:4][c:5]([CH:9]2[NH:10][CH2:11][CH2:12][CH2:13]2)[cH:6][cH:7][cH:8]1.[CH3:28][C:29]#[N:30].[Cl:20][CH2:21][c:22]1[cH:23][cH:24][cH:25][cH:26][cH:27]1.[K+:18].[K+:19]>>[CH3:1][O:2][c:3]1[cH:4][c:5]([CH:9]2[N:10]([CH2:21][c:22]3[cH:23][cH:24][cH:25][cH:26][cH:27]3)[CH2:11][CH2:12][CH2:13]2)[cH:6][cH:7][cH:8]1. Reactants: solid, Cl.Cl.Cl.O1CCC=2C1=C(N=CC2)N2CCN(CC2)CC[C@@H]2CC[C@H](CC2)N (trans-4-{2-[4-(2,3-dihydro-furo[2,3-c]pyridin-7-yl)-piperazin-1-yl]-ethyl}-cyclohexylamine trihydrochloride), Cl.Cl.Cl.O1CCC=2C1=C(N=CC2)N2CCN(CC2)CC[C@@H]2CC[C@H](CC2)N (trans-4-{2-[4-(2,3-dihydro-furo[2,3-c]pyridin-7-yl)-piperazin-1-yl]-ethyl}-cyclohexylamine trihydrochloride), C(C)(C)(C)OC1=CC=C(C(=O)O)C=C1 (4-tert-butoxy-benzoic acid). Yields the product C(C)(C)(C)OC1=CC=C(C(=O)N[C@@H]2CC[C@H](CC2)CCN2CCN(CC2)C=2N=CC=C3C2OCC3)C=C1 (trans-4-tert-Butoxy-N-(4-{2-[4-(2,3-dihydro-furo[2,3-c]pyridin-7-yl)-piperazin-1-yl]-ethyl}-cyclohexyl)-benzamide). As a reaction SMILES: Cl.Cl.Cl.[O:4]1[C:8]2=[C:9]([N:13]3[CH2:18][CH2:17][N:16]([CH2:19][CH2:20][C@H:21]4[CH2:26][CH2:25][C@H:24]([NH2:27])[CH2:23][CH2:22]4)[CH2:15][CH2:14]3)[N:10]=[CH:11][CH:12]=[C:7]2[CH2:6][CH2:5]1.[C:28]([O:32][C:33]1[CH:41]=[CH:40][C:36]([C:37](O)=[O:38])=[CH:35][CH:34]=1)([CH3:31])([CH3:30])[CH3:29]>>[C:28]([O:32][C:33]1[CH:34]=[CH:35][C:36]([C:37]([NH:27][C@H:24]2[CH2:25][CH2:26][C@H:21]([CH2:20][CH2:19][N:16]3[CH2:17][CH2:18][N:13]([C:9]4[N:10]=[CH:11][CH:12]=[C:7]5[CH2:6][CH2:5][O:4][C:8]=45)[CH2:14][CH2:15]3)[CH2:22][CH2:23]2)=[O:38])=[CH:40][CH:41]=1)([CH3:31])([CH3:29])[CH3:30] |f:0.1.2.3|. Procedure: The title compound, white solid (113 mg, 89%), MS (ISP) m/z=507.4 [(M+H)+], mp 168.5° C., was prepared in accordance with the general method of example 6 from trans-4-{2-[4-(2,3-dihydro-furo[2,3-c]pyridin-7-yl)-piperazin-1-yl]-ethyl}-cyclohexylamine trihydrochloride (intermediate B) (110 mg, 0.25 mmol) and 4-tert-butoxy-benzoic acid. Starting materials: CCN(CC)C(=Cc1cccnc1)c1ccc(F)cc1Cl, CON, Cl, [Na+], [OH-], O, O=S(=O)(O)O. Product: CON=C(Cc1cccnc1)c1ccc(F)cc1Cl. As a reaction SMILES: [CH2:10]([N:11]([CH2:12][CH3:29])[C:13](=[CH:14][c:15]1[cH:16][n:17][cH:18][cH:19][cH:20]1)[c:21]1[c:22]([Cl:28])[cH:23][c:24]([F:27])[cH:25][cH:26]1)[CH3:30].[CH3:2][O:3][NH2:4].[ClH:1].[Na+:32].[OH-:31].[OH2:33].[S:5](=[O:6])(=[O:7])([OH:8])[OH:9]>>[CH3:2][O:3][N:4]=[C:13]([CH2:14][c:15]1[cH:16][n:17][cH:18][cH:19][cH:20]1)[c:21]1[c:22]([Cl:28])[cH:23][c:24]([F:27])[cH:25][cH:26]1. Reactants: NC1=NC(=C(C(=N1)C)CO)NCCCCC ((2-Amino-4-methyl-6-(pentylamino)pyrimidin-5-yl)methanol), COC1=CC=C(C=C1)CC(=O)O (4-methoxyphenylacetic acid). Run in Cl (HCl). Yields the product NC1=NC(=C(C(=N1)C)CC=1C=C(C=CC1OC)CC(=O)O)NCCCCC (2-(3-((2-Amino-4-methyl-6-(pentylamino)pyrimidin-5-yl)methyl)-4-methoxyphenyl)acetic acid). RXN SMILES: [NH2:1][C:2]1[N:7]=[C:6]([CH3:8])[C:5]([CH2:9]O)=[C:4]([NH:11][CH2:12][CH2:13][CH2:14][CH2:15][CH3:16])[N:3]=1.[CH3:17][O:18][C:19]1[CH:24]=[CH:23][C:22]([CH2:25][C:26]([OH:28])=[O:27])=[CH:21][CH:20]=1>Cl>[NH2:1][C:2]1[N:7]=[C:6]([CH3:8])[C:5]([CH2:9][C:24]2[CH:23]=[C:22]([CH2:25][C:26]([OH:28])=[O:27])[CH:21]=[CH:20][C:19]=2[O:18][CH3:17])=[C:4]([NH:11][CH2:12][CH2:13][CH2:14][CH2:15][CH3:16])[N:3]=1. Procedure details: To the product from step (iii) (0.8 g) in 1M aq HCl (20 ml), 4-methoxyphenylacetic acid (1.8 g) was added and heated under reflux for 48 h. The solvent was evaporated and the residue purified by SCX then by RPHPLC to give the subtitle compound, 164 mg. Starting materials: CC(C)(C)OC(=O)N1C(Cc2ccc(N)cc2)CCC1C(O)c1ccccc1, O=C1CCC(=O)N1Br, CN(C)C=O. Yields the product CC(C)(C)OC(=O)N1C(Cc2ccc(N)c(Br)c2)CCC1C(O)c1ccccc1. As a reaction SMILES: [NH2:1][c:2]1[cH:3][cH:4][c:5]([CH2:6][CH:7]2[N:8]([C:20](=[O:21])[O:22][C:23]([CH3:24])([CH3:25])[CH3:26])[CH:9]([CH:12]([c:13]3[cH:14][cH:15][cH:16][cH:17][cH:18]3)[OH:19])[CH2:10][CH2:11]2)[cH:27][cH:28]1.[O:29]=[C:30]1[N:31]([Br:36])[C:32](=[O:33])[CH2:34][CH2:35]1.[O:37]=[CH:38][N:39]([CH3:40])[CH3:41]>>[NH2:1][c:2]1[cH:3][cH:4][c:5]([CH2:6][CH:7]2[N:8]([C:20](=[O:21])[O:22][C:23]([CH3:24])([CH3:25])[CH3:26])[CH:9]([CH:12]([c:13]3[cH:14][cH:15][cH:16][cH:17][cH:18]3)[OH:19])[CH2:10][CH2:11]2)[cH:27][c:28]1[Br:36].